Dataset: the Open Reaction Database (ORD), a public repository of structured organic reaction records. Task: describe an organic reaction: reactants, conditions, products, and yield The reactants are Cl (HCl), CC1(OCC(O1)CN1C=C(C2=CC=CC=C12)C(C(F)(F)F)(O)C1=CC2=C(N(N=N2)C2=CC=C(C=C2)F)C=C1)C (1-[1-(2,2-dimethyl-1,3-dioxolan-4-ylmethyl)-1H-indol-3-yl]-2,2,2-trifluoro-1-[1-(4-fluorophenyl)-1H-benzotriazol-5-yl]ethanol). Solvent: C(C)#N (acetonitrile). Reaction conditions: time 90 minute. Product: FC(C(O)(C1=CC2=C(N(N=N2)C2=CC=C(C=C2)F)C=C1)C1=CN(C2=CC=CC=C12)CC(CO)O)(F)F (3-(3-{2,2,2-Trifluoro-1-[1-(4-fluorophenyl)-1H-benzotriazol-5-yl]-1-hydroxyethyl}indol-1-yl)propane-1,2-diol). Reaction SMILES: Cl.CC1(C)[O:7][CH:6]([CH2:8][N:9]2[C:17]3[C:12](=[CH:13][CH:14]=[CH:15][CH:16]=3)[C:11]([C:18]([C:24]3[CH:39]=[CH:38][C:27]4[N:28]([C:31]5[CH:36]=[CH:35][C:34]([F:37])=[CH:33][CH:32]=5)[N:29]=[N:30][C:26]=4[CH:25]=3)([OH:23])[C:19]([F:22])([F:21])[F:20])=[CH:10]2)[CH2:5][O:4]1>C(#N)C>[F:21][C:19]([F:20])([F:22])[C:18]([C:11]1[C:12]2[C:17](=[CH:16][CH:15]=[CH:14][CH:13]=2)[N:9]([CH2:8][CH:6]([OH:7])[CH2:5][OH:4])[CH:10]=1)([C:24]1[CH:39]=[CH:38][C:27]2[N:28]([C:31]3[CH:32]=[CH:33][C:34]([F:37])=[CH:35][CH:36]=3)[N:29]=[N:30][C:26]=2[CH:25]=1)[OH:23]. Procedure: At room temperature, approximately 200 μL of concentrated HCl was added to 1-[1-(2,2-dimethyl-1,3-dioxolan-4-ylmethyl)-1H-indol-3-yl]-2,2,2-trifluoro-1-[1-(4-fluorophenyl)-1H-benzotriazol-5-yl]ethanol (100 mg) in aqueous acetonitrile. After 90 minutes, LCMS showed one peak MS m/z 501 (MH+) for the desired product. The mixture was then concentrated and the residue diluted with sodium bicarbonate and extracted with ethyl acetate. The combined organic extracts were washed with water, dried over anh... The reactants are C(#N)CCOCCC#N (Bis-(2-cyanoethyl)ether), N (ammonia), [N-]=[N+]=[N-].[NH4+] (ammonium azide), [N-]=[N+]=[N-].[Na+] (sodium azide), [Cl-].[NH4+] (ammonium chloride). Run in CN(C=O)C (dimethylformamide). Reaction conditions: temperature 5 celsius. The product is N1N=NN=C1CCOCCC1=NN=NN1 (Bis-[2-(5-tetrazolyl)ethyl]ether). As a reaction SMILES: [C:1]([CH2:3][CH2:4][O:5][CH2:6][CH2:7][C:8]#[N:9])#[N:2].[N-:10]=[N+:11]=[N-:12].[Na+].[Cl-].[NH4+].N.[N-:17]=[N+:18]=[N-:19].[NH4+]>CN(C)C=O>[NH:2]1[C:1]([CH2:3][CH2:4][O:5][CH2:6][CH2:7][C:8]2[NH:19][N:18]=[N:17][N:9]=2)=[N:12][N:11]=[N:10]1 |f:1.2,3.4,6.7|. Procedure: Bis-(2-cyanoethyl)ether 186 g (1.5 mole), 215 g of sodium azide and 177 g of ammonium chloride were slurried in 1070 ml of dimethylformamide. The mixture was heated at 118°-122° C. with stirring and under reflux for 24 hr. (since ammonia and some ammonium azide are evolved, the heating should be done in a hood). After the bulk of the solvent had been removed at 80°-90° C. and 25 mm pressure, the residue was first heated to boiling with 500 ml of water and 40 ml of concentrated hydrochloric acid,... The reactants are CN1CCN(CC1)C(=O)C1=CC2=C(N(C=N2)C2=CN=CC(=N2)N[C@@H](C)C2=CC=CC=C2)C=C1 (6-{5-[(4-methylpiperazin-1-yl)carbonyl]-1H-benzimidazol-1-yl}-N-[(1S)-1-phenylethyl]pyrazin-2-amine), [H-].[H-].[H-].[H-].[Li+].[Al+3] (LiAlH4), O (H2O), [OH-].[Na+] (NaOH), O (H2O). Solvent: C1CCOC1 (THF), C1CCOC1 (THF). Yields the product CN1CCN(CC1)CC1=CC2=C(N(C=N2)C2=CN=CC(=N2)N[C@@H](C)C2=CC=CC=C2)C=C1 (6-{5-[(4-Methylpiperazin-1-yl)methyl]-1H-benzimidazol-1-yl}-N-[(1S)-1-phenylethyl]pyrazin-2-amine). The yield is 51.5%. As a reaction SMILES: [CH3:1][N:2]1[CH2:7][CH2:6][N:5]([C:8]([C:10]2[CH:33]=[CH:32][C:13]3[N:14]([C:17]4[N:22]=[C:21]([NH:23][C@H:24]([C:26]5[CH:31]=[CH:30][CH:29]=[CH:28][CH:27]=5)[CH3:25])[CH:20]=[N:19][CH:18]=4)[CH:15]=[N:16][C:12]=3[CH:11]=2)=O)[CH2:4][CH2:3]1.[H-].[H-].[H-].[H-].[Li+].[Al+3].O.[OH-].[Na+]>C1COCC1>[CH3:1][N:2]1[CH2:7][CH2:6][N:5]([CH2:8][C:10]2[CH:33]=[CH:32][C:13]3[N:14]([C:17]4[N:22]=[C:21]([NH:23][C@H:24]([C:26]5[CH:27]=[CH:28][CH:29]=[CH:30][CH:31]=5)[CH3:25])[CH:20]=[N:19][CH:18]=4)[CH:15]=[N:16][C:12]=3[CH:11]=2)[CH2:4][CH2:3]1 |f:1.2.3.4.5.6,8.9|. Procedure details: A solution of 6-{5-[(4-methylpiperazin-1-yl)carbonyl]-1H-benzimidazol-1-yl}-N-[(1S)-1-phenylethyl]pyrazin-2-amine (22 mg, 0.05 mmol) in dry THF (1 mL) was added to a suspension of LiAlH4 (4 mg, 0.1 mmol) in THF (1 mL) and the mixture heated at reflux for 4 h. Upon cooling to RT, the solution was treated consecutively with H2O (1 mL), aqueous NaOH (1 mL, 2M) and H2O (5 mL). The resulting mixture was extracted with CHCl3 (2×10 mL) and the combined organic layers dried (Na2SO4). The solvent was rem... Reactants: N(CCO)(CCO)CCO (triethanolamine), NCCCN1C=NC=C1 (1-(3-amino-propyl)imidazole), FC=1C=CC(=C(C1)C)[N+](=O)[O-] (5-fluoro-2-nitrotoluene), ice. The solvent is CS(=O)C (dimethyl sulfoxide). Run at temperature 80 celsius, time 17 hour. The product is [N+](=O)([O-])C1=C(C=C(C=C1)NCCCN1C=NC=C1)C ((4-nitro-3-methylphenyl)(3-(imid-azol-1-yl)propyl)amine). As a reaction SMILES: N(CCO)(CCO)CCO.[NH2:11][CH2:12][CH2:13][CH2:14][N:15]1[CH:19]=[CH:18][N:17]=[CH:16]1.F[C:21]1[CH:22]=[CH:23][C:24]([N+:28]([O-:30])=[O:29])=[C:25]([CH3:27])[CH:26]=1>CS(C)=O>[N+:28]([C:24]1[CH:23]=[CH:22][C:21]([NH:11][CH2:12][CH2:13][CH2:14][N:15]2[CH:19]=[CH:18][N:17]=[CH:16]2)=[CH:26][C:25]=1[CH3:27])([O-:30])=[O:29]. Reported procedure: 150 ml of dimethyl sulfoxide were introduced into a 500 ml three-necked flask and treated with 22.6 g of triethanolamine (99% strength), 28.7 g of 1-(3-amino-propyl)imidazole (98% strength) and 24.2 g of 5-fluoro-2-nitrotoluene (96% strength). The mixture was stirred at 80° C. for 17 h. Following this, the batch was cooled to room temperature and poured onto 1 l of ice, a yellow oil depositing, which crystallized thoroughly after about 1 h. The precipitate thus resulting was filtered off with su... RXN SMILES: [CH3:29][N:30]1[CH2:31][CH2:32][CH2:33][C:34]1=[O:35].[Cl:1][c:2]1[n:3][c:4]([N:9]2[CH2:10][CH2:11][CH2:12][CH2:13]2)[n:5][c:6]([Cl:8])[cH:7]1.[K:14].[S:15]([NH2:16])(=[O:17])(=[O:18])[c:19]1[cH:20][cH:21][c:22]([NH:25][C:26]([CH3:27])=[O:28])[cH:23][cH:24]1>>[c:2]1([NH:16][S:15](=[O:17])(=[O:18])[c:19]2[cH:20][cH:21][c:22]([NH:25][C:26]([CH3:27])=[O:28])[cH:23][cH:24]2)[n:3][c:4]([N:9]2[CH2:10][CH2:11][CH2:12][CH2:13]2)[n:5][c:6]([Cl:8])[cH:7]1. Yields the product CC(=O)Nc1ccc(S(=O)(=O)Nc2cc(Cl)nc(N3CCCC3)n2)cc1. The reactants are CN1CCCC1=O, Clc1cc(Cl)nc(N2CCCC2)n1, [K], CC(=O)Nc1ccc(S(N)(=O)=O)cc1. Product: C(C)(C)(C)OC(=O)N1CCC(=CC1)C1=CC2=C(N=CN=C2NC2=CN(C(C=C2)=O)C2=CC=CC=C2)N1 (4-[4-(6-Oxo-1-phenyl-1,6-dihydropyridin-3-ylamino)-7H-pyrrolo[2,3-d]pyrimidin-6-yl]-3,6-dihydro-2H-pyridine-1-carboxylic acid tert-butyl ester). Reaction conditions: temperature 120 celsius. Run in C(CCC)O (1-butanol). RXN SMILES: [C:1]([O:5][C:6]([N:8]1[CH2:13][CH:12]=[C:11]([C:14]2[NH:23][C:17]3[N:18]=[CH:19][N:20]=[C:21](Cl)[C:16]=3[CH:15]=2)[CH2:10][CH2:9]1)=[O:7])([CH3:4])([CH3:3])[CH3:2].[NH2:24][C:25]1[CH:26]=[CH:27][C:28](=[O:37])[N:29]([C:31]2[CH:36]=[CH:35][CH:34]=[CH:33][CH:32]=2)[CH:30]=1>C(O)CCC>[C:1]([O:5][C:6]([N:8]1[CH2:13][CH:12]=[C:11]([C:14]2[NH:23][C:17]3[N:18]=[CH:19][N:20]=[C:21]([NH:24][C:25]4[CH:26]=[CH:27][C:28](=[O:37])[N:29]([C:31]5[CH:36]=[CH:35][CH:34]=[CH:33][CH:32]=5)[CH:30]=4)[C:16]=3[CH:15]=2)[CH2:10][CH2:9]1)=[O:7])([CH3:4])([CH3:3])[CH3:2]. Reported procedure: A mixture of 4-(4-chloro-7H-pyrrolo[2,3-d]pyrimidin-6-yl)-3,6-dihydro-2H-pyridine-1-carboxylic acid tert-butyl ester (75 mg, 0.22 mmol) and 5-amino-1-phenyl-1H-pyridin-2-one (50 mg, 0.27 mmol) in 1-butanol (3 mL) was heated at 120° C. overnight, LC-MS showed the desired product together with some de-Boc product. After the mixture was cooled to rt, it was diluted with methylene chloride (3 mL), then N,N-diisopropylethylamine (0.1 mL, 0.6 mmol) and di-tert-butyldicarbonate (49 mg, 0.22 mmol) were ... The reactants are C(C)(C)(C)OC(=O)N1CCC(=CC1)C1=CC2=C(N=CN=C2Cl)N1 (4-(4-chloro-7H-pyrrolo[2,3-d]pyrimidin-6-yl)-3,6-dihydro-2H-pyridine-1-carboxylic acid tert-butyl ester), NC=1C=CC(N(C1)C1=CC=CC=C1)=O (5-amino-1-phenyl-1H-pyridin-2-one).